Dataset: the Open Reaction Database (ORD), a public repository of structured organic reaction records. Task: describe an organic reaction: reactants, conditions, products, and yield Starting materials: C(C)OC(=O)C=1N=NC(=CC1)OCC=1C(=NOC1C)C1=CC=CC=C1 (6-(5-methyl-3-phenyl-isoxazol-4-ylmethoxy)-pyridazine-3-carboxylic acid ethyl ester), [OH-].[Na+] (sodium hydroxide), [OH-].[Na+] (sodium hydroxide), C([O-])([O-])=O.[Na+].[Na+] (sodium carbonate). The solvent is C(C)O (ethanol). Conditions: temperature 60 celsius. Product: CC1=C(C(=NO1)C1=CC=CC=C1)COC1=CC=C(N=N1)C(=O)O (6-(5-Methyl-3-phenyl-isoxazol-4-ylmethoxy)-pyridazine-3-carboxylic acid). The yield is 99.9%. As a reaction SMILES: C([O:3][C:4]([C:6]1[N:7]=[N:8][C:9]([O:12][CH2:13][C:14]2[C:15]([C:20]3[CH:25]=[CH:24][CH:23]=[CH:22][CH:21]=3)=[N:16][O:17][C:18]=2[CH3:19])=[CH:10][CH:11]=1)=[O:5])C.[OH-].[Na+].C(=O)([O-])[O-].[Na+].[Na+]>C(O)C>[CH3:19][C:18]1[O:17][N:16]=[C:15]([C:20]2[CH:21]=[CH:22][CH:23]=[CH:24][CH:25]=2)[C:14]=1[CH2:13][O:12][C:9]1[N:8]=[N:7][C:6]([C:4]([OH:5])=[O:3])=[CH:11][CH:10]=1 |f:1.2,3.4.5|. Procedure: To a solution of 6-(5-methyl-3-phenyl-isoxazol-4-ylmethoxy)-pyridazine-3-carboxylic acid ethyl ester (3.1 g, 9.0 mmol) in ethanol (15 mL) was added aqueous sodium hydroxide (1 N, 27.5 mL). After heating at 60° C. for 30 min it was cooled to ambient temperature and and aqueous sodium carbonate (2 M, 50 mL) added. Addition of aqueous sodium hydroxide (1 M, 50 mL) was followed by extraction with tert-butylmethylether. The aqueous phase was acidified with aqueous hydrogen chloride (25%) to pH=2 and ...